From a dataset of the Open Reaction Database (ORD), a public repository of structured organic reaction records. describe an organic reaction: reactants, conditions, products, and yield The reactants are S(=O)(Cl)Cl (thionyl chloride), ClC1=C(C2=C(OCCO2)C=C1)C(=O)O (6-chloro-1,4-benzodioxane-5-carboxylic acid). Product: ClC1=C(C2=C(OCCO2)C=C1)C(=O)Cl (6-chloro-1,4-benzodioxane-5-carbonyl chloride). Yield: 93.0%. RXN SMILES: S(Cl)([Cl:3])=O.[Cl:5][C:6]1[CH:15]=[CH:14][C:9]2[O:10][CH2:11][CH2:12][O:13][C:8]=2[C:7]=1[C:16]([OH:18])=O>>[Cl:5][C:6]1[CH:15]=[CH:14][C:9]2[O:10][CH2:11][CH2:12][O:13][C:8]=2[C:7]=1[C:16]([Cl:3])=[O:18]. Procedure: 56 ml of thionyl chloride, 28 g of 6-chloro-1,4-benzodioxane-5-carboxylic acid were introduced into a 250 ml balloon flask provided with a stirrer, a condenser and a thermometer. The mixture was heated at the reflux temperature for 30 minutes. The excess of thionyl chloride was removed by distillation under reduced pressure. 28.5 g of 6-chloro-1,4-benzodioxane-5-carbonyl chloride were obtained (M.P.: 50° C.; yield: 93%). Yields the product C(#N)C=1C=C(C=CC1)C(CC(=O)NC1=C(C=CC(=C1)N1C=C(C=C1)C1=CC=CC=C1)[N+](=O)[O-])=O (3-(3-Cyano-phenyl)-N-[2-nitro-5-(3-phenyl-pyrrol-1-yl)-phenyl]-3-oxo-propionamide), solid. Reactants: [N+](=O)([O-])C1=C(C=C(C=C1)N1C=C(C=C1)C1=CC=CC=C1)N (2-nitro-5-(3-phenyl-pyrrol-1-yl)-phenylamine), CC1(OC(C=C(O1)C=1C=C(C#N)C=CC1)=O)C (3-(2,2-dimethyl-6-oxo-6H-[1,3]dioxin-4-yl)-benzonitrile). Reported procedure: The title compound was prepared from 2-nitro-5-(3-phenyl-pyrrol-1-yl)-phenylamine (Example F6) and 3-(2,2-dimethyl-6-oxo-6H-[1,3]dioxin-4-yl)-benzonitrile (Example L1) according to the general procedure M. Obtained as an orange solid (267 mg). As a reaction SMILES: [N+:1]([C:4]1[CH:9]=[CH:8][C:7]([N:10]2[CH:14]=[CH:13][C:12]([C:15]3[CH:20]=[CH:19][CH:18]=[CH:17][CH:16]=3)=[CH:11]2)=[CH:6][C:5]=1[NH2:21])([O-:3])=[O:2].CC1(C)[O:28][C:27]([C:29]2[CH:30]=[C:31]([CH:34]=[CH:35][CH:36]=2)[C:32]#[N:33])=[CH:26][C:25](=O)[O:24]1>>[C:32]([C:31]1[CH:30]=[C:29]([C:27](=[O:28])[CH2:26][C:25]([NH:21][C:5]2[CH:6]=[C:7]([N:10]3[CH:14]=[CH:13][C:12]([C:15]4[CH:20]=[CH:19][CH:18]=[CH:17][CH:16]=4)=[CH:11]3)[CH:8]=[CH:9][C:4]=2[N+:1]([O-:3])=[O:2])=[O:24])[CH:36]=[CH:35][CH:34]=1)#[N:33]. Starting materials: COC(=O)CCc1ccc2[nH]cc(CCN(C)C)c2c1, CO, [Li+], [OH-], O. The product is CN(C)CCc1c[nH]c2ccc(CCC(=O)O)cc12. RXN SMILES: [CH3:1][N:2]([CH2:3][CH2:4][c:5]1[cH:6][nH:7][c:8]2[cH:9][cH:10][c:11]([CH2:14][CH2:15][C:16](=[O:17])[O:18][CH3:19])[cH:12][c:13]12)[CH3:20].[CH3:24][OH:25].[Li+:23].[OH-:22].[OH2:21]>>[CH3:1][N:2]([CH2:3][CH2:4][c:5]1[cH:6][nH:7][c:8]2[cH:9][cH:10][c:11]([CH2:14][CH2:15][C:16](=[O:17])[OH:18])[cH:12][c:13]12)[CH3:20]. The reactants are C(=O)(OCC)C(CCCCCC=1C(CCC1)=O)(C)C(=O)OCC.C=1C(=CC=[N+](C1)C[N+]2=CC=C(C=C2)/C=N/O)/C=N/O.[Br-].[Br-] (2-(6,6-dicarbethoxyheptyl)-2-cyclopentenone methoxime), [OH-].[K+] (potassium hydroxide), C(=O)(O)C(CCCCCC=1C(CCC1)=O)(C)C(=O)O.C=1C(=CC=[N+](C1)C[N+]2=CC=C(C=C2)/C=N/O)/C=N/O.[Br-].[Br-] (2-(6,6-dicarboxyheptyl)-2-cyclopentenone methoxime). Yields the product C(=O)(O)C(CCCCCC=1C(CCC1)=O)C.C=1C(=CC=[N+](C1)C[N+]2=CC=C(C=C2)/C=N/O)/C=N/O.[Br-].[Br-] (2-(6-carboxyheptyl)-2-cyclopentenone methoxime). Reaction SMILES: [C:1]([C:6](C(OCC)=O)([CH3:18])[CH2:7][CH2:8][CH2:9][CH2:10][CH2:11][C:12]1[C:13](=[O:17])[CH2:14][CH2:15][CH:16]=1)([O:3]CC)=[O:2].[CH:24]1[C:25](/[CH:40]=[N:41]/[OH:42])=[CH:26][CH:27]=[N+:28]([CH2:30][N+:31]2[CH:36]=[CH:35][C:34](/[CH:37]=[N:38]/[OH:39])=[CH:33][CH:32]=2)[CH:29]=1.[Br-:43].[Br-].[OH-].[K+].C(C(C(O)=O)(C)CCCCCC1C(=O)CCC=1)(O)=O.C1C(/C=N/O)=CC=[N+](C[N+]2C=CC(/C=N/O)=CC=2)C=1.[Br-].[Br-]>>[C:1]([CH:6]([CH3:18])[CH2:7][CH2:8][CH2:9][CH2:10][CH2:11][C:12]1[C:13](=[O:17])[CH2:14][CH2:15][CH:16]=1)([OH:3])=[O:2].[CH:26]1[C:25](/[CH:40]=[N:41]/[OH:42])=[CH:24][CH:29]=[N+:28]([CH2:30][N+:31]2[CH:32]=[CH:33][C:34](/[CH:37]=[N:38]/[OH:39])=[CH:35][CH:36]=2)[CH:27]=1.[Br-:43].[Br-:43] |f:0.1.2.3,4.5,6.7.8.9,10.11.12.13|. Reported procedure: Saponification of 2-(6,6-dicarbethoxyheptyl)-2-cyclopentenone methoxime (Example 96) with potassium hydroxide by the method of Example 20 is productive of 2-(6,6-dicarboxyheptyl)-2-cyclopentenone methoxime, decarboxylation of which in the manner of Example 63 provides the subject compound.